This data is from the Open Reaction Database (ORD), a public repository of structured organic reaction records. The task is: describe an organic reaction: reactants, conditions, products, and yield As a reaction SMILES: [CH3:37][O:38][CH2:39][CH:40]([CH3:41])[NH2:42].[CH3:55][N:56]([CH3:57])[CH2:58][CH2:59][CH2:60][N:61]=[C:62]=[N:63][CH2:64][CH3:65].[Cl:66][CH2:67][Cl:68].[ClH:54].[F:1][c:2]1[cH:3][c:4]([S:8](=[O:9])(=[O:10])[N:11]2[CH:12]([C:17](=[O:18])[NH:19][CH:20]([C:21](=[O:22])[OH:23])[CH2:24][c:25]3[cH:26][cH:27][c:28]([O:31][CH2:32][CH2:33][CH2:34][O:35][CH3:36])[cH:29][cH:30]3)[CH2:13][CH2:14][CH2:15][CH2:16]2)[cH:5][cH:6][cH:7]1.[OH2:43].[OH2:69].[OH:44][n:45]1[c:46]2[cH:47][cH:48][cH:49][cH:50][c:51]2[n:52][n:53]1>>[F:1][c:2]1[cH:3][c:4]([S:8](=[O:9])(=[O:10])[N:11]2[CH:12]([C:17](=[O:18])[NH:19][CH:20]([C:21](=[O:22])[NH:42][CH:40]([CH2:39][O:38][CH3:37])[CH3:41])[CH2:24][c:25]3[cH:26][cH:27][c:28]([O:31][CH2:32][CH2:33][CH2:34][O:35][CH3:36])[cH:29][cH:30]3)[CH2:13][CH2:14][CH2:15][CH2:16]2)[cH:5][cH:6][cH:7]1. Reactants: COCC(C)N, CCN=C=NCCCN(C)C, ClCCl, Cl, COCCCOc1ccc(CC(NC(=O)C2CCCCN2S(=O)(=O)c2cccc(F)c2)C(=O)O)cc1, O, O, On1nnc2ccccc21. Product: COCCCOc1ccc(CC(NC(=O)C2CCCCN2S(=O)(=O)c2cccc(F)c2)C(=O)NC(C)COC)cc1. Starting materials: ClC1=NC(=NC(=C1)N1CCN(CC1)C)N (4-chloro-6-(4-methylpiperazin-1-yl)pyrimidin-2-amine), FC=1C=C2CCN(CC2=CC1B1OC(C(O1)(C)C)(C)C)C(=O)OC(C)(C)C (tert-butyl 6-fluoro-7-(4,4,5,5-tetramethyl-1,3,2-dioxaborolan-2-yl)-3,4-dihydroisoquinoline-2(1H)-carboxylate), ClCCl (dichloromethane), C([O-])([O-])=O.[K+].[K+] (potassium carbonate). The solvent is O1CCOCC1 (1,4-dioxane), O (water), CO (MeOH). Reaction conditions: temperature 105 celsius. The product is NC1=NC(=CC(=N1)C1=C(C=C2CCN(CC2=C1)C(=O)OC(C)(C)C)F)N1CCN(CC1)C (tert-butyl 7-[2-amino-6-(4-methylpiperazin-1-yl)pyrimidin-4-yl]-6-fluoro-3,4-dihydroisoquinoline-2(1H)-carboxylate). RXN SMILES: Cl[C:2]1[CH:7]=[C:6]([N:8]2[CH2:13][CH2:12][N:11]([CH3:14])[CH2:10][CH2:9]2)[N:5]=[C:4]([NH2:15])[N:3]=1.[F:16][C:17]1[CH:18]=[C:19]2[C:24](=[CH:25][C:26]=1B1OC(C)(C)C(C)(C)O1)[CH2:23][N:22]([C:36]([O:38][C:39]([CH3:42])([CH3:41])[CH3:40])=[O:37])[CH2:21][CH2:20]2.ClCCl.C(=O)([O-])[O-].[K+].[K+]>O1CCOCC1.O.CO>[NH2:15][C:4]1[N:3]=[C:2]([C:26]2[CH:25]=[C:24]3[C:19]([CH2:20][CH2:21][N:22]([C:36]([O:38][C:39]([CH3:41])([CH3:40])[CH3:42])=[O:37])[CH2:23]3)=[CH:18][C:17]=2[F:16])[CH:7]=[C:6]([N:8]2[CH2:13][CH2:12][N:11]([CH3:14])[CH2:10][CH2:9]2)[N:5]=1 |f:3.4.5|. Procedure: A mixture of 4-chloro-6-(4-methylpiperazin-1-yl)pyrimidin-2-amine (0.045 g, 0.20 mmol), tert-butyl 6-fluoro-7-(4,4,5,5-tetramethyl-1,3,2-dioxaborolan-2-yl)-3,4-dihydroisoquinoline-2(1H)-carboxylate (0.15 g, 0.20 mmol), [1,1′-bis(diphenylphosphino)ferrocene]dichloropalladium(II) complex with dichloromethane (1:1) (0.008 g, 0.01 mmol) and potassium carbonate (0.082 g, 0.60 mmol) in 1,4-dioxane (1 mL) and water (0.5 mL) was heated at 105° C. overnight. After cooled to r.t., the mixture was diluted ... Starting materials: [Al+3], [H-], [H-], [H-], [H-], [Li+], C1CCOC1, COc1c(O)c(C)c2c(c1OC)OC(C)(CCCCC(=O)N1CCOCC1)C2. Yields the product COc1c(O)c(C)c2c(c1OC)OC(C)(CCCCCN1CCOCC1)C2. Reaction SMILES: [Al+3:2].[H-:1].[H-:4].[H-:5].[H-:6].[Li+:3].[O:35]1[CH2:36][CH2:37][CH2:38][CH2:39]1.[OH:7][c:8]1[c:9]([O:33][CH3:34])[c:10]([O:31][CH3:32])[c:11]2[c:12]([c:29]1[CH3:30])[CH2:13][C:14]([CH3:16])([CH2:17][CH2:18][CH2:19][CH2:20][C:21](=[O:22])[N:23]1[CH2:24][CH2:25][O:26][CH2:27][CH2:28]1)[O:15]2>>[OH:7][c:8]1[c:9]([O:33][CH3:34])[c:10]([O:31][CH3:32])[c:11]2[c:12]([c:29]1[CH3:30])[CH2:13][C:14]([CH3:16])([CH2:17][CH2:18][CH2:19][CH2:20][CH2:21][N:23]1[CH2:24][CH2:25][O:26][CH2:27][CH2:28]1)[O:15]2.